From a dataset of the Open Reaction Database (ORD), a public repository of structured organic reaction records. describe an organic reaction: reactants, conditions, products, and yield The reactants are 300, Br (hydrobromic acid), Br (hydrobromic acid), S(=O)(O)[O-].[Na+] (sodium hydrogen sulfite), C(CCC)N1C(N(N=CC1=O)C1=CC=C(C=C1)N1CCN(CC1)C1=CC=C(C=C1)OC)=O (4-butyl-2-[4-[4-(4-methoxyphenyl)-1-piperazinyl]phenyl]-1,2,4-triazine-3,5(2H,4H)-dione). Run in O (water), C(C)(=O)O (acetic acid). Run at time 5 hour. Product: C(CCC)N1C(N(N=CC1=O)C1=CC=C(C=C1)N1CCN(CC1)C1=CC=C(C=C1)O)=O (4-butyl-2-[4-[4-(4-hydroxyphenyl)-1-piperazinyl]phenyl]-1,2,4-triazine-3,5(2H,4H)-dione). Yield: 50.2%. Reaction SMILES: Br.S([O-])(O)=O.[Na+].[CH2:7]([N:11]1[C:16](=[O:17])[CH:15]=[N:14][N:13]([C:18]2[CH:23]=[CH:22][C:21]([N:24]3[CH2:29][CH2:28][N:27]([C:30]4[CH:35]=[CH:34][C:33]([O:36]C)=[CH:32][CH:31]=4)[CH2:26][CH2:25]3)=[CH:20][CH:19]=2)[C:12]1=[O:38])[CH2:8][CH2:9][CH3:10]>O.C(O)(=O)C>[CH2:7]([N:11]1[C:16](=[O:17])[CH:15]=[N:14][N:13]([C:18]2[CH:23]=[CH:22][C:21]([N:24]3[CH2:25][CH2:26][N:27]([C:30]4[CH:31]=[CH:32][C:33]([OH:36])=[CH:34][CH:35]=4)[CH2:28][CH2:29]3)=[CH:20][CH:19]=2)[C:12]1=[O:38])[CH2:8][CH2:9][CH3:10] |f:1.2|. Reported procedure: To a stirred mixture of 300 parts of a hydrobromic acid solution 48% in water, 100 parts of a hydrobromic acid solution in acetic acid and 2 parts of sodium hydrogen sulfite were added 18.9 parts of 4-butyl-2-[4-[4-(4-methoxyphenyl)-1-piperazinyl]phenyl]-1,2,4-triazine-3,5(2H,4H)-dione. Stirring was continued for 5 hours at reflux temperature. After cooling, the precipitated product was filtered off and dissolved in a mixture of water and methanol. The mixture was neutralized with a saturated so... Starting materials: CN(C)C=O, [Cl-], NS(=O)(=O)c1cnccc1Cl, [N-]=[N+]=[N-], [NH4+], [Na+], O. The product is [N-]=[N+]=Nc1ccncc1S(N)(=O)=O. As a reaction SMILES: [CH3:16][N:17]([CH3:18])[CH:19]=[O:20].[Cl-:22].[Cl:1][c:2]1[c:3]([S:8](=[O:9])(=[O:10])[NH2:11])[cH:4][n:5][cH:6][cH:7]1.[N-:13]=[N+:14]=[N-:15].[NH4+:23].[Na+:12].[OH2:21]>>[c:2]1([N:13]=[N+:14]=[N-:15])[c:3]([S:8](=[O:9])(=[O:10])[NH2:11])[cH:4][n:5][cH:6][cH:7]1. The reactants are Cl (hydrochloric acid), CC=1C(C(=CC(C1)=O)C)=O (2,6-dimethyl-p-benzoquinone), C(C)(=O)OCC (ethyl acetate). Solvent: C1CCOC1 (THF). Yields the product OC1(C=C(C(C(=C1)C)=O)C)CC(=O)OCC (ethyl (1-hydroxy-3,5-dimethyl-4-oxocyclohexa-2,5-dien-1-yl)acetate). The yield is 80.0%. As a reaction SMILES: [CH3:1][C:2]1[C:3](=[O:10])[C:4]([CH3:9])=[CH:5][C:6](=[O:8])[CH:7]=1.Cl.[C:12]([O:15][CH2:16][CH3:17])(=[O:14])[CH3:13]>C1COCC1>[OH:8][C:6]1([CH2:13][C:12]([O:15][CH2:16][CH3:17])=[O:14])[CH:7]=[C:2]([CH3:1])[C:3](=[O:10])[C:4]([CH3:9])=[CH:5]1. Reported procedure: Under argon atmosphere, a solution of 0.45 g (3.33 mmol) of 2,6-dimethyl-p-benzoquinone in 3 mL of THF was added dropwise while stirring at 0˜5° C. The mixture was stirred at 20˜25° C. for 1 hour. 5 mL of 1N hydrochloric acid was added dropwise at 20° C. or lower, followed by dilution with 25 mL of ethyl acetate. Then, the layers were separated. The organic layer was washed successively with 5 mL (×2) of 1N hydrochloric acid, 5 mL of water, 10 mL (×2) of an aqueous saturated sodium bicarbonate s... Starting materials: C1(=CC=CC=C1)N1CNC(C12CCNCC2)=O (1-phenyl-1,3,8-triazaspiro[4.5]decan-4-one), O(C1=CC=CC=C1)C1=C(C=O)C=CC=C1 (2-phenoxybenzaldehyde), ClCCCl (1,2-dichloroethane), C(C)(=O)O[BH-](OC(C)=O)OC(C)=O.[Na+] (sodium triacetoxyborohydride). Conditions: time 20 hour. Yields the product Cl.O(C1=CC=CC=C1)C1=C(CN2CCC3(C(NCN3C3=CC=CC=C3)=O)CC2)C=CC=C1 (8-(2-phenoxy-benzyl)-1-phenyl-1,3,8-triazaspiro[4.5]decan-4-one HCl Salt). Reaction SMILES: [C:1]1([N:7]2[C:11]3([CH2:16][CH2:15][NH:14][CH2:13][CH2:12]3)[C:10](=[O:17])[NH:9][CH2:8]2)[CH:6]=[CH:5][CH:4]=[CH:3][CH:2]=1.[O:18]([C:25]1[CH:32]=[CH:31][CH:30]=[CH:29][C:26]=1[CH:27]=O)[C:19]1[CH:24]=[CH:23][CH:22]=[CH:21][CH:20]=1.C(O[BH-](OC(=O)C)OC(=O)C)(=O)C.[Na+].[Cl:47]CCCl>>[ClH:47].[O:18]([C:25]1[CH:32]=[CH:31][CH:30]=[CH:29][C:26]=1[CH2:27][N:14]1[CH2:13][CH2:12][C:11]2([N:7]([C:1]3[CH:2]=[CH:3][CH:4]=[CH:5][CH:6]=3)[CH2:8][NH:9][C:10]2=[O:17])[CH2:16][CH2:15]1)[C:19]1[CH:20]=[CH:21][CH:22]=[CH:23][CH:24]=1 |f:2.3,5.6|. Reported procedure: To a mixture of 1-phenyl-1,3,8-triazaspiro[4.5]decan-4-one (291 mg, 1.26 mmol) and 2-phenoxybenzaldehyde (299 mg, 1.50 mmol) in 1,2-dichloroethane (25 mL) was added sodium triacetoxyborohydride (454 mg, 2.14 mmol). The resulting mixture was stirred at room temperature under nitrogen atmosphere for 20 h. The reaction mixture was then quenched with 1N aqueous NaHCO3 and extracted with CHCl3 (100 mL). The combined extracts were dried over Na2SO4, filtered and concentrated. The isolated solid was pu... RXN SMILES: [CH:14]([N:15]([CH2:16][CH3:17])[CH:18]([CH3:19])[CH3:20])([CH3:21])[CH3:22].[Cl-:13].[Cl-:1].[Cl:23][c:24]1[cH:25][c:26]2[cH:27][c:28]([N:36]=[C:37]=[S:38])[n:29][cH:30][c:31]2[cH:32][c:33]1[O:34][CH3:35].[NH3+:2][CH2:3][C:4]1([OH:12])[CH2:5][NH+:6]2[CH2:7][CH2:8][CH:9]1[CH2:10][CH2:11]2.[O:39]=[CH:40][N:41]([CH3:42])[CH3:43]>>[NH:2]([CH2:3][C:4]1([OH:12])[CH2:5][N:6]2[CH2:7][CH2:8][CH:9]1[CH2:10][CH2:11]2)[C:37]([NH:36][c:28]1[cH:27][c:26]2[cH:25][c:24]([Cl:23])[c:33]([O:34][CH3:35])[cH:32][c:31]2[cH:30][n:29]1)=[S:38]. Product: COc1cc2cnc(NC(=S)NCC3(O)CN4CCC3CC4)cc2cc1Cl. Starting materials: CCN(C(C)C)C(C)C, [Cl-], [Cl-], COc1cc2cnc(N=C=S)cc2cc1Cl, [NH3+]CC1(O)C[NH+]2CCC1CC2, CN(C)C=O. Reactants: Cl.S1C(=CC2=C1C=CC=C2)C=2CCNCC2 (4-(Benzothiophen-2-yl)-1,2,3,6-tetrahydropyridine hydrochloride), FC1=CC=C(CBr)C=C1 (4-fluorobenzyl bromide). Yields the product S1C(=CC2=C1C=CC=C2)C=2CCN(CC2)CC2=CC=C(C=C2)F (4-(Benzothiophen-2-yl)-1-(4-fluorobenzyl)-1,2,3,6-tetrahydropyridine). Isolated yield 4.3%. RXN SMILES: Cl.[S:2]1[C:6]2[CH:7]=[CH:8][CH:9]=[CH:10][C:5]=2[CH:4]=[C:3]1[C:11]1[CH2:12][CH2:13][NH:14][CH2:15][CH:16]=1.[F:17][C:18]1[CH:25]=[CH:24][C:21]([CH2:22]Br)=[CH:20][CH:19]=1>>[S:2]1[C:6]2[CH:7]=[CH:8][CH:9]=[CH:10][C:5]=2[CH:4]=[C:3]1[C:11]1[CH2:12][CH2:13][N:14]([CH2:22][C:21]2[CH:24]=[CH:25][C:18]([F:17])=[CH:19][CH:20]=2)[CH2:15][CH:16]=1 |f:0.1|. Procedure details: 4-(Benzothiophen-2-yl)-1,2,3,6-tetrahydropyridine hydrochloride (250 mg, 0.99 mmol) was reacted with 4-fluorobenzyl bromide (0.12 ml, 0.99 mmol) as exemplified in Example 1. The crude product was triturated with hot methanol to give the title compound as a pale yellow solid mp 142°-144° C. (Found: C, 73.78; H, 5.57; N, 4.36. C20 H18FNS. 0.1H2O requires C, 73.86; H, 5.64; N, 4.30%). δH (CDCl3) 2.64 (2H, m, NH2CH2), 2.72 (2H, m, NCH2CH2), 3.18 (2H, m, NCH2CH2), 3.61 (2H, s, NCH2Ar), 6.19 (1H, m, N... Starting materials: CC(C)(C)Oc1ccc(CC(NC(=O)OCc2ccccc2)C(=O)O)cc1, C1CCC([NH2+]C2CCCCC2)CC1, CC(C)COC(=O)Cl, C=[N+]=[N-]. Product: CC(C)(C)Oc1ccc(CC(NC(=O)OCc2ccccc2)C(=O)C=[N+]=[N-])cc1. As a reaction SMILES: [CH2:1]([c:2]1[cH:3][cH:4][cH:5][cH:6][cH:7]1)[O:8][C:9](=[O:10])[NH:11][CH:12]([CH2:13][c:14]1[cH:15][cH:16][c:17]([O:20][C:21]([CH3:22])([CH3:23])[CH3:24])[cH:18][cH:19]1)[C:25](=[O:26])[OH:27].[CH:28]1([NH2+:29][CH:30]2[CH2:31][CH2:32][CH2:33][CH2:34][CH2:35]2)[CH2:36][CH2:37][CH2:38][CH2:39][CH2:40]1.[Cl:41][C:42]([O:43][CH2:44][CH:45]([CH3:46])[CH3:47])=[O:48].[N+:49](=[N-:50])=[CH2:51]>>[CH2:1]([c:2]1[cH:3][cH:4][cH:5][cH:6][cH:7]1)[O:8][C:9](=[O:10])[NH:11][CH:12]([CH2:13][c:14]1[cH:15][cH:16][c:17]([O:20][C:21]([CH3:22])([CH3:23])[CH3:24])[cH:18][cH:19]1)[C:25](=[O:26])[CH:51]=[N+:49]=[N-:50]. Reactants: CO (methanol), Cl (hydrochloric acid), Cl.Cl.C(CCCCC)NC(=N)NC(=N)NCCCCCCC (N1-hexyl-N5-heptyl-biguanide dihydrochloride), CC(=O)C (acetone). Yields the product C(C)(=O)O.CC1(N=C(NC(=N1)NCCCCCC)NCCCCCCC)C (3,6-Dihydro-6,6-dimethyl-2-hexylamino-4-heptylamino-1,3,5-triazine acetate). As a reaction SMILES: C[OH:2].Cl.Cl.Cl.[CH2:6]([NH:12][C:13]([NH:15][C:16]([NH:18][CH2:19][CH2:20][CH2:21][CH2:22][CH2:23][CH2:24][CH3:25])=[NH:17])=[NH:14])[CH2:7][CH2:8][CH2:9][CH2:10][CH3:11].[CH3:26][C:27]([CH3:29])=[O:28]>>[C:27]([OH:2])(=[O:28])[CH3:29].[CH3:26][C:27]1([CH3:29])[N:14]=[C:13]([NH:12][CH2:6][CH2:7][CH2:8][CH2:9][CH2:10][CH3:11])[NH:15][C:16]([NH:18][CH2:19][CH2:20][CH2:21][CH2:22][CH2:23][CH2:24][CH3:25])=[N:17]1 |f:2.3.4,6.7|. Procedure: 100 ml of methanol, 80 ml of acetone and 0.7 ml of concentrated hydrochloric acid were added to 10.0 g (28.1 mmol) of N1-hexyl-N5-heptyl-biguanide dihydrochloride. The mixture was refluxed for 23 hours, and the solvent was distilled off under reduced pressure. To the residue were added 100 ml of ethanol, 60 ml of water and 11.3 ml of 5N sodium hydroxide, and the mixture was refluxed for 1 hour, concentrated under reduced pressure, and extracted with ethyl acetate. The extract was washed successi...